The task is: describe an organic reaction: reactants, conditions, products, and yield. This data is from the Open Reaction Database (ORD), a public repository of structured organic reaction records. Reactants: [Br-], C=CC(=O)OC, CC(C)=O, O=N[O-], Cc1nn(-c2ccc(N)cc2F)c(=O)n1C(F)F, [Na+], O. Yields the product COC(=O)C(Br)Cc1ccc(-n2nc(C)n(C(F)F)c2=O)c(F)c1. Reaction SMILES: [Br-:29].[C:23]([CH:24]=[CH2:25])(=[O:26])[O:27][CH3:28].[CH3:31][C:32](=[O:33])[CH3:34].[N:19]([O-:20])=[O:21].[NH2:1][c:2]1[cH:3][c:4]([F:18])[c:5](-[n:8]2[n:9][c:10]([CH3:17])[n:11]([CH:14]([F:15])[F:16])[c:12]2=[O:13])[cH:6][cH:7]1.[Na+:22].[OH2:30]>>[c:2]1([CH2:25][CH:24]([C:23](=[O:26])[O:27][CH3:28])[Br:29])[cH:3][c:4]([F:18])[c:5](-[n:8]2[n:9][c:10]([CH3:17])[n:11]([CH:14]([F:15])[F:16])[c:12]2=[O:13])[cH:6][cH:7]1. Starting materials: O=C(Nc1ccncc1F)c1cnc2c(Br)cc(Cl)nn12, Cn1ccc(N)n1, CO, [H-], [Na+], CN(C)C=O. Yields the product Cn1ccc(Nc2cc(Cl)nn3c(C(=O)Nc4ccncc4F)cnc23)n1. As a reaction SMILES: [Br:10][c:11]1[c:12]2[n:13]([n:14][c:15]([Cl:17])[cH:16]1)[c:18]([C:21](=[O:22])[NH:23][c:24]1[c:25]([F:30])[cH:26][n:27][cH:28][cH:29]1)[cH:19][n:20]2.[CH3:1][n:2]1[n:3][c:4]([NH2:7])[cH:5][cH:6]1.[CH3:31][OH:32].[H-:9].[Na+:8].[O:33]=[CH:34][N:35]([CH3:36])[CH3:37]>>[CH3:1][n:2]1[n:3][c:4]([NH:7][c:11]2[c:12]3[n:13]([n:14][c:15]([Cl:17])[cH:16]2)[c:18]([C:21](=[O:22])[NH:23][c:24]2[c:25]([F:30])[cH:26][n:27][cH:28][cH:29]2)[cH:19][n:20]3)[cH:5][cH:6]1. Starting materials: Cc1ccccc1, ClCCl, OCc1cccc(Oc2ccc(C(F)(F)F)cn2)c1, O=S(Cl)Cl. Reaction SMILES: [CH3:24][c:25]1[cH:26][cH:27][cH:28][cH:29][cH:30]1.[Cl:31][CH2:32][Cl:33].[F:1][C:2]([c:3]1[cH:4][cH:5][c:6]([O:9][c:10]2[cH:11][c:12]([CH2:16][OH:17])[cH:13][cH:14][cH:15]2)[n:7][cH:8]1)([F:18])[F:19].[S:20]([Cl:21])([Cl:22])=[O:23]>>[F:1][C:2]([c:3]1[cH:4][cH:5][c:6]([O:9][c:10]2[cH:11][c:12]([CH2:16][Cl:22])[cH:13][cH:14][cH:15]2)[n:7][cH:8]1)([F:18])[F:19]. The product is FC(F)(F)c1ccc(Oc2cccc(CCl)c2)nc1. The reactants are C(C)OC(=O)C1=CC(=NN1)C1=C(O[C@H](CCC(=O)OC(C)(C)C)C2=C(C=CC=C2)C)C=C(C=C1)OCC=1C=NC=CC1 (tert-Butyl (R)-4-[2-(5-ethoxycarbonylpyrazol-3-yl)-5-(3-pyridylmethoxy)phenoxy]-4-(2-methylphenyl)butanoate), C([O-])(O)=O.[Na+] (sodium bicarbonate). The solvent is FC(C(=O)O)(F)F (trifluoroacetic acid). Yields the product C(C)OC(=O)C1=CC(=NN1)C1=C(O[C@H](CCC(=O)O)C2=C(C=CC=C2)C)C=C(C=C1)OCC=1C=NC=CC1 ((R)-4-[2-(5-ethoxycarbonylpyrazol-3-yl)-5-(3-pyridylmethoxy)-phenoxy]-4-(2-methylphenyl)butanoic acid). Yield: 22.8%. Reaction SMILES: [CH2:1]([O:3][C:4]([C:6]1[NH:10][N:9]=[C:8]([C:11]2[CH:34]=[CH:33][C:32]([O:35][CH2:36][C:37]3[CH:38]=[N:39][CH:40]=[CH:41][CH:42]=3)=[CH:31][C:12]=2[O:13][C@@H:14]([C:24]2[CH:29]=[CH:28][CH:27]=[CH:26][C:25]=2[CH3:30])[CH2:15][CH2:16][C:17]([O:19]C(C)(C)C)=[O:18])[CH:7]=1)=[O:5])[CH3:2].C(=O)(O)[O-].[Na+]>FC(F)(F)C(O)=O>[CH2:1]([O:3][C:4]([C:6]1[NH:10][N:9]=[C:8]([C:11]2[CH:34]=[CH:33][C:32]([O:35][CH2:36][C:37]3[CH:38]=[N:39][CH:40]=[CH:41][CH:42]=3)=[CH:31][C:12]=2[O:13][C@@H:14]([C:24]2[CH:29]=[CH:28][CH:27]=[CH:26][C:25]=2[CH3:30])[CH2:15][CH2:16][C:17]([OH:19])=[O:18])[CH:7]=1)=[O:5])[CH3:2] |f:1.2|. Procedure details: tert-Butyl (R)-4-[2-(5-ethoxycarbonylpyrazol-3-yl)-5-(3-pyridylmethoxy)phenoxy]-4-(2-methylphenyl)butanoate (1.7 g) is stirred in trifluoroacetic acid (10 mL) at ambient temperature for 15 minutes. The reaction mixture is basified with saturated sodium bicarbonate solution and a solid is precipitated which is taken up in ethyl acetate (50 mL) and washed with water (50 mL). The organic phase is dried over magnesium sulphate, filtered and concentrated in vacuo. Recrystallisation from ethyl acetate...